From a dataset of the Open Reaction Database (ORD), a public repository of structured organic reaction records. describe an organic reaction: reactants, conditions, products, and yield Reactants: BrB(Br)Br, ClCCl, COc1ccc2cc(-c3oc4ccccc4c3CCC3CCCC3)ccc2c1. The product is Oc1ccc2cc(-c3oc4ccccc4c3CCC3CCCC3)ccc2c1. Reaction SMILES: [B:29]([Br:30])([Br:31])[Br:32].[CH2:33]([Cl:34])[Cl:35].[CH:1]1([CH2:6][CH2:7][c:8]2[c:9](-[c:17]3[cH:18][c:19]4[cH:20][cH:21][c:22]([O:27][CH3:28])[cH:23][c:24]4[cH:25][cH:26]3)[o:10][c:11]3[c:12]2[cH:13][cH:14][cH:15][cH:16]3)[CH2:2][CH2:3][CH2:4][CH2:5]1>>[CH:1]1([CH2:6][CH2:7][c:8]2[c:9](-[c:17]3[cH:18][c:19]4[cH:20][cH:21][c:22]([OH:27])[cH:23][c:24]4[cH:25][cH:26]3)[o:10][c:11]3[c:12]2[cH:13][cH:14][cH:15][cH:16]3)[CH2:2][CH2:3][CH2:4][CH2:5]1.